Dataset: the Open Reaction Database (ORD), a public repository of structured organic reaction records. Task: describe an organic reaction: reactants, conditions, products, and yield The reactants are C(C)(C)C1=CC=C(C=C1)CC(=O)OC (methyl 4-isopropylphenylacetate), CCCCCC (hexane), C(C)(=O)OCC (ethyl acetate). The product is O=C(C(=O)OC)C1=CC=C(C=C1)C(C)C (Methyl 2-oxo-2-(4-isopropylphenyl)acetate). As a reaction SMILES: [CH:1]([C:4]1[CH:9]=[CH:8][C:7]([CH2:10][C:11]([O:13][CH3:14])=[O:12])=[CH:6][CH:5]=1)([CH3:3])[CH3:2].CCCCCC.C(OCC)(=[O:23])C>>[O:23]=[C:10]([C:7]1[CH:8]=[CH:9][C:4]([CH:1]([CH3:3])[CH3:2])=[CH:5][CH:6]=1)[C:11]([O:13][CH3:14])=[O:12]. Procedure details: Prepared from methyl 4-isopropylphenylacetate by the method described in Example 33a), except that the eluent used was 4:1 hexane:ethyl acetate and the product contained starting material. δH (250 MHz, CDCl3), 1.28 (6H, d, J 6.87), 2.99 (1H, heptet), 3.98 (3H, s), 7.37 (2H, d, J 8.25), 7.95 (2H, d, J 8.33). Starting materials: C(C)OC(C1=CC(=CC=C1)C(C)(C)C#N)=O (3-(1-Cyano-1-methyl-ethyl)-benzoic acid ethyl ester), [OH-].[Na+] (sodium hydroxide), Cl (hydrochloric acid). Solvent: C(C)O (ethanol), O (water), O (water). Reaction conditions: time 2 hour. Yields the product C(#N)C(C)(C)C=1C=C(C(=O)O)C=CC1 (3-(1-Cyano-1-methyl-ethyl)-benzoic acid). As a reaction SMILES: C([O:3][C:4](=[O:16])[C:5]1[CH:10]=[CH:9][CH:8]=[C:7]([C:11]([C:14]#[N:15])([CH3:13])[CH3:12])[CH:6]=1)C.[OH-].[Na+].Cl>C(O)C.O>[C:14]([C:11]([C:7]1[CH:6]=[C:5]([CH:10]=[CH:9][CH:8]=1)[C:4]([OH:16])=[O:3])([CH3:13])[CH3:12])#[N:15] |f:1.2|. Procedure: A mixture of 300 mg 3-(1-Cyano-1-methyl-ethyl)-benzoic acid ethyl ester and 165 mg sodium hydroxide in 1 ml ethanol and 0.5 ml water were stirred 2 hrs at RT. 20 ml water were added and the pH was adjusted to 1-2 by addition of conc. hydrochloric acid. The title product precipitated and was isolated by filtration, washed with water and dried, yielding 184 mg. Reactants: C(C)OC(=O)C1=CC2=C(N=C(N=C2)S(=O)C)N(C1=O)C1CCCC1 (8-Cyclopentyl-2-methanesulfinyl-7-oxo-7,8-dihydro-pyrido[2,3-d]pyrimidine-6-carboxylic acid ethyl ester), C(C)(C)(C)OC(=O)N1CCN(CC1)C=1C=NC(=CC1)N (4-(6-amino-pyridin-3-yl)-piperazine-1-carboxylic acid tert-butyl ester), C1(=CC=CC=C1)C (toluene). The solvent is C(C)OCC (Diethyl ether). Reaction conditions: temperature 100 celsius. Product: C(C)OC(=O)C1=CC2=C(N=C(N=C2)NC2=NC=C(C=C2)N2CCN(CC2)C(=O)OC(C)(C)C)N(C1=O)C1CCCC1 (2-[5-(4-tert-Butoxycarbonyl-piperazin-1-yl)-pyridin-2-ylamino]-8-cyclopentyl-7-oxo-7,8-dihydro-pyrido[2,3-d]pyrimidine-6-carboxylic acid ethyl ester). Yield: 27.8%. RXN SMILES: [CH2:1]([O:3][C:4]([C:6]1[C:18](=[O:19])[N:17]([CH:20]2[CH2:24][CH2:23][CH2:22][CH2:21]2)[C:9]2[N:10]=[C:11](S(C)=O)[N:12]=[CH:13][C:8]=2[CH:7]=1)=[O:5])[CH3:2].[C:25]([O:29][C:30]([N:32]1[CH2:37][CH2:36][N:35]([C:38]2[CH:39]=[N:40][C:41]([NH2:44])=[CH:42][CH:43]=2)[CH2:34][CH2:33]1)=[O:31])([CH3:28])([CH3:27])[CH3:26].C1(C)C=CC=CC=1>C(OCC)C>[CH2:1]([O:3][C:4]([C:6]1[C:18](=[O:19])[N:17]([CH:20]2[CH2:24][CH2:23][CH2:22][CH2:21]2)[C:9]2[N:10]=[C:11]([NH:44][C:41]3[CH:42]=[CH:43][C:38]([N:35]4[CH2:36][CH2:37][N:32]([C:30]([O:29][C:25]([CH3:28])([CH3:27])[CH3:26])=[O:31])[CH2:33][CH2:34]4)=[CH:39][N:40]=3)[N:12]=[CH:13][C:8]=2[CH:7]=1)=[O:5])[CH3:2]. Reported procedure: 8-Cyclopentyl-2-methanesulfinyl-7-oxo-7,8-dihydro-pyrido[2,3-d]pyrimidine-6-carboxylic acid ethyl ester (0.936 g, 2.68 mmol) and 4-(6-amino-pyridin-3-yl)-piperazine-1-carboxylic acid tert-butyl ester (3.0 g, 10.8 mmol) were added to toluene (5 ml) and heated to 100° C. 1 hour. Diethyl ether (10 ml) was added causing a solid to precipitate. This solid was collected by filtration, washed with diethyl ether, and dried in vacuo yielding 2-[5-(4-tert-Butoxycarbonyl-piperazin-1-yl)-pyridin-2-ylamino]-... The reactants are CN(C)C(=O)N(C)C(=O)Cl, Nc1ccccc1, C1CCOC1. The product is CN(C)C(=O)N(C)C(=O)Nc1ccccc1. Reaction SMILES: [CH3:8][N:9]([C:10](=[O:11])[Cl:12])[C:13](=[O:14])[N:15]([CH3:16])[CH3:17].[NH2:1][c:2]1[cH:3][cH:4][cH:5][cH:6][cH:7]1.[O:18]1[CH2:19][CH2:20][CH2:21][CH2:22]1>>[NH:1]([c:2]1[cH:3][cH:4][cH:5][cH:6][cH:7]1)[C:10]([N:9]([CH3:8])[C:13](=[O:14])[N:15]([CH3:16])[CH3:17])=[O:11]. The reactants are CC(C)(C)C#CC=CCBr, O=C([O-])[O-], NCc1cccc(OCc2ccccc2)c1, CN(C)C=O, Cl, [K+], [K+], O. The product is CC(C)(C)C#CC=CCNCc1cccc(OCc2ccccc2)c1. RXN SMILES: [Br:18][CH2:19][CH:20]=[CH:21][C:22]#[C:23][C:24]([CH3:25])([CH3:26])[CH3:27].[C:28](=[O:29])([O-:30])[O-:31].[CH2:2]([c:3]1[cH:4][cH:5][cH:6][cH:7][cH:8]1)[O:9][c:10]1[cH:11][c:12]([CH2:13][NH2:14])[cH:15][cH:16][cH:17]1.[CH3:35][N:36]([CH3:37])[CH:38]=[O:39].[ClH:1].[K+:32].[K+:33].[OH2:34]>>[CH2:2]([c:3]1[cH:4][cH:5][cH:6][cH:7][cH:8]1)[O:9][c:10]1[cH:11][c:12]([CH2:13][NH:14][CH2:19][CH:20]=[CH:21][C:22]#[C:23][C:24]([CH3:25])([CH3:26])[CH3:27])[cH:15][cH:16][cH:17]1. Reactants: [Br-], CCCCCC[Mg+], CCCCCCCCc1ccc2c(c1)c(F)c(F)c1cc(Br)ccc12. Product: CCCCCCCCc1ccc2c(c1)c(F)c(F)c1cc(CCCCCC)ccc12. RXN SMILES: [Br-:26].[CH2:27]([CH2:28][CH2:29][CH2:30][CH2:31][CH3:32])[Mg+:33].[F:1][c:2]1[c:3]2[cH:4][c:5]([CH2:18][CH2:19][CH2:20][CH2:21][CH2:22][CH2:23][CH2:24][CH3:25])[cH:6][cH:7][c:8]2[c:9]2[cH:10][cH:11][c:12]([Br:17])[cH:13][c:14]2[c:15]1[F:16]>>[F:1][c:2]1[c:3]2[cH:4][c:5]([CH2:18][CH2:19][CH2:20][CH2:21][CH2:22][CH2:23][CH2:24][CH3:25])[cH:6][cH:7][c:8]2[c:9]2[cH:10][cH:11][c:12]([CH2:27][CH2:28][CH2:29][CH2:30][CH2:31][CH3:32])[cH:13][c:14]2[c:15]1[F:16]. The reactants are C1(CCCCC1)CCC[C@H](C(NOC1OCCCC1)=O)[C@H](C(=O)NN1C(NCC1=O)=O)CC(C)C (2(R)-[4-cyclohexyl-1(S)-[(tetrahydro-2(RS)-pyranyloxy)carbamoyl]butyl]-4-methyl-N-(2,5-dioxo-1-imidazolidinyl)valeramide), O.C1(=CC=C(C=C1)S(=O)(=O)O)C (p-toluenesulphonic acid monohydrate). Solvent: CO (methanol). Run at time 2 hour. Yields the product C1(CCCCC1)CCC[C@H](C(NO)=O)[C@H](C(=O)NN1C(NCC1=O)=O)CC(C)C (2(R)-[4-cyclohexyl-1(S)-(hydroxycarbamoyl)butyl]-4-methyl-N-(2,5-dioxo-1-imidazolidinyl)valeramide). The yield is 29.7%. RXN SMILES: [CH:1]1([CH2:7][CH2:8][CH2:9][C@@H:10]([C@@H:21]([CH2:32][CH:33]([CH3:35])[CH3:34])[C:22]([NH:24][N:25]2[C:29](=[O:30])[CH2:28][NH:27][C:26]2=[O:31])=[O:23])[C:11](=[O:20])[NH:12][O:13]C2CCCCO2)[CH2:6][CH2:5][CH2:4][CH2:3][CH2:2]1.O.C1(C)C=CC(S(O)(=O)=O)=CC=1>CO>[CH:1]1([CH2:7][CH2:8][CH2:9][C@@H:10]([C@@H:21]([CH2:32][CH:33]([CH3:35])[CH3:34])[C:22]([NH:24][N:25]2[C:29](=[O:30])[CH2:28][NH:27][C:26]2=[O:31])=[O:23])[C:11](=[O:20])[NH:12][OH:13])[CH2:6][CH2:5][CH2:4][CH2:3][CH2:2]1 |f:1.2|. Procedure: A solution of 0.280 g of 2(R)-[4-cyclohexyl-1(S)-[(tetrahydro-2(RS)-pyranyloxy)carbamoyl]butyl]-4-methyl-N-(2,5-dioxo-1-imidazolidinyl)valeramide in 10 ml of methanol was treated with 0.028 g of p-toluenesulphonic acid monohydrate. The mixture was stirred for 2 hours at room temperature and evaporated. The residue was dissolved in ethyl acetate, washed with 5% aqueous sodium hydrogen carbonate, dried over anhydrous magnesium sulphate and evaporated. The residue was purified by flash column chrom...